From a dataset of the Open Reaction Database (ORD), a public repository of structured organic reaction records. describe an organic reaction: reactants, conditions, products, and yield Starting materials: O=C(OO)c1cccc(Cl)c1, COc1cc(Cc2cnc(N)nc2N)c2c(c1OC)OCC=C2, CN(C)C=O. Yields the product COc1cc(Cc2c[n+]([O-])c(N)nc2N)c2c(c1OC)OCC=C2. Reaction SMILES: [Cl:24][c:25]1[cH:26][cH:27][cH:28][c:29]([C:30]([O:31][OH:33])=[O:32])[cH:34]1.[NH2:1][c:2]1[n:3][cH:4][c:5]([CH2:9][c:10]2[cH:11][c:12]([O:22][CH3:23])[c:13]([O:20][CH3:21])[c:14]3[c:15]2[CH:16]=[CH:17][CH2:18][O:19]3)[c:6]([NH2:8])[n:7]1.[O:35]=[CH:36][N:37]([CH3:38])[CH3:39]>>[NH2:1][c:2]1[n+:3]([O-:32])[cH:4][c:5]([CH2:9][c:10]2[cH:11][c:12]([O:22][CH3:23])[c:13]([O:20][CH3:21])[c:14]3[c:15]2[CH:16]=[CH:17][CH2:18][O:19]3)[c:6]([NH2:8])[n:7]1. Starting materials: CC1=C(C=CC=C1)C1=CC(=CN1S(=O)(=O)C=1C=NC=CC1)C=O (5-(2-methylphenyl)-1-(pyridin-3-ylsulfonyl)-1H-pyrrole-3-carbaldehyde), CO.CN (methylamine methanol), O1CCCC1 (tetrahydrofuran), O (water), [BH4-].[Na+] (sodium borohydride). Run in CO (methanol). Conditions: time 1 hour. Yields the product C(\C=C\C(=O)O)(=O)O.CNCC1=CN(C(=C1)C1=C(C=CC=C1)C)S(=O)(=O)C=1C=NC=CC1 (N-methyl-1-[5-(2-methylphenyl)-1-(pyridin-3-ylsulfonyl)-1H-pyrrol-3-yl]methanamine fumarate). Reaction SMILES: [CH3:1][C:2]1[CH:7]=[CH:6][CH:5]=[CH:4][C:3]=1[C:8]1[N:12]([S:13]([C:16]2[CH:17]=[N:18][CH:19]=[CH:20][CH:21]=2)(=[O:15])=[O:14])[CH:11]=[C:10]([CH:22]=[O:23])[CH:9]=1.[CH3:24][OH:25].[CH3:26][NH2:27].[BH4-].[Na+].[OH2:30].[O:31]1CCCC1>CO>[C:22]([OH:23])(=[O:31])/[CH:10]=[CH:11]/[C:24]([OH:30])=[O:25].[CH3:26][NH:27][CH2:22][C:10]1[CH:9]=[C:8]([C:3]2[CH:4]=[CH:5][CH:6]=[CH:7][C:2]=2[CH3:1])[N:12]([S:13]([C:16]2[CH:17]=[N:18][CH:19]=[CH:20][CH:21]=2)(=[O:15])=[O:14])[CH:11]=1 |f:1.2,3.4,8.9|. Procedure details: To a solution of 5-(2-methylphenyl)-1-(pyridin-3-ylsulfonyl)-1H-pyrrole-3-carbaldehyde (521 mg) in tetrahydrofuran (5 mL) and methanol (5 mL) was added a 40% methylamine methanol solution (373 mg). After stirring at room temperature for 1 hr, sodium borohydride (202 mg) was added. After stirring at the same temperature for 30 min, water was added, and the mixture was extracted with ethyl acetate. The extract was washed with saturated brine, dried over anhydrous sodium sulfate, and concentrated u... Starting materials: C[C@H]1CN2C3=C(CN1)C=CC=C3NC2=O ((S)-5-methyl-4,5,6,7-tetrahydroimidazo[4,5,1-jk][1,4]benzodiazepin-2(1H)-one), P(=O)(Cl)(Cl)Cl (phosphoryl chloride). Reaction conditions: time 15 minute. Product: ClC1=NC2=CC=CC=3CN[C@H](CN1C32)C ((S)-2-Chloro-5-methyl-4,5,6,7-tetrahydro-imidazo[4,5,1-jk][1,4]benzodiazepine). Reaction SMILES: [CH3:1][C@@H:2]1[NH:8][CH2:7][C:6]2[CH:9]=[CH:10][CH:11]=[C:12]3[NH:13][C:14](=O)[N:4]([C:5]=23)[CH2:3]1.P(Cl)(Cl)([Cl:18])=O>>[Cl:18][C:14]1[N:4]2[C:5]3[C:12](=[CH:11][CH:10]=[CH:9][C:6]=3[CH2:7][NH:8][C@@H:2]([CH3:1])[CH2:3]2)[N:13]=1. Reported procedure: 4.55 g (0.022 mol) of (S)-5-methyl-4,5,6,7-tetrahydroimidazo[4,5,1-jk][1,4]benzodiazepin-2(1H)-one in 90 ml of phosphoryl chloride are heated at 130° C. in an oil bath for 4 hours. The solvent is evaporated under vacuum and the oily residue taken up while hot in water. The mixture is left stirring for 15 minutes, is cooled and a concentrated aqueous ammonia solution is added. Extraction is carried out with dichloromethane, washing is carried out with water, drying is carried out over sodium sulp... Product: ClC1=C(C=CC(=C1)N(C)CC=1SC(=CC1)Cl)NC(C(F)(F)F)=O (N-{2-Chloro-4-[(5-chloro-thiophen-2-ylmethyl)-(methyl)amino]phenyl}-2,2,2-trifluoroacetamide). Solvent: CO (methanol), O (water). RXN SMILES: [Cl:1][C:2]1[CH:7]=[C:6]([NH:8][CH2:9][C:10]2[S:11][C:12]([Cl:15])=[CH:13][CH:14]=2)[CH:5]=[CH:4][C:3]=1[NH:16][C:17](=[O:22])[C:18]([F:21])([F:20])[F:19].C=O.[C:25](O)(=O)C.C([BH3-])#N.[Na+]>CO.O>[Cl:1][C:2]1[CH:7]=[C:6]([N:8]([CH2:9][C:10]2[S:11][C:12]([Cl:15])=[CH:13][CH:14]=2)[CH3:25])[CH:5]=[CH:4][C:3]=1[NH:16][C:17](=[O:22])[C:18]([F:19])([F:20])[F:21] |f:3.4|. The reactants are ClC1=C(C=CC(=C1)NCC=1SC(=CC1)Cl)NC(C(F)(F)F)=O (N-{2-Chloro-4-[(5-chloro-thiophen-2-ylmethyl)-amino]-phenyl}-2,2,2-trifluoroacetamide), C=O (formaldehyde), C(C)(=O)O (acetic acid), C(#N)[BH3-].[Na+] (sodium cyanoborohydride). Conditions: time 30 minute. Procedure: To a mixture of N-{2-Chloro-4-[(5-chloro-thiophen-2-ylmethyl)-amino]-phenyl}-2,2,2-trifluoroacetamide (3.28 g, 8.88 mmol), 37% aqueous formaldehyde (5 mL), and acetic acid (3 mL), sodium cyanoborohydride (NaBH3CN) (1.1 g) in methanol (10 mL) was added dropwise with stirring during 30 minutes. The reaction mixture was allowed to stand at room temperature for 2 hours and poured into water. After the oil solidified, it was filtered, washed with water and dried in vacuo to give 3.26 g of pale yellow... Yield: 95.0%. Reactants: CC1(COc2ccc(Br)cc2)COC(C)(C)O1, CC(C)(C)P(C(C)(C)C)C(C)(C)C, CC(=O)[O-], CC(=O)[O-], CC(C)(C)[O-], CCOC(C)=O, Cc1ccccc1, FC(F)(F)Oc1ccc(OC2CCNCC2)cc1, [Na+], O, [Pd+2], c1ccc([B-](c2ccccc2)(c2ccccc2)c2ccccc2)cc1. Product: CC1(COc2ccc(N3CCC(Oc4ccc(OC(F)(F)F)cc4)CC3)cc2)COC(C)(C)O1. As a reaction SMILES: [Br:1][c:2]1[cH:3][cH:4][c:5]([O:6][CH2:7][C:8]2([CH3:15])[O:9][C:10]([CH3:13])([CH3:14])[O:11][CH2:12]2)[cH:16][cH:17]1.[C:61]([P:62]([C:63]([CH3:64])([CH3:65])[CH3:66])[C:67]([CH3:68])([CH3:69])[CH3:70])([CH3:71])([CH3:72])[CH3:73].[C:80]([O-:81])(=[O:82])[CH3:83].[C:85]([O-:86])(=[O:87])[CH3:88].[CH3:74][C:75]([CH3:76])([O-:77])[CH3:78].[CH3:90][CH2:91][O:92][C:93](=[O:94])[CH3:95].[CH3:96][c:97]1[cH:98][cH:99][cH:100][cH:101][cH:102]1.[F:18][C:19]([O:20][c:21]1[cH:22][cH:23][c:24]([O:25][CH:26]2[CH2:27][CH2:28][NH:29][CH2:30][CH2:31]2)[cH:32][cH:33]1)([F:34])[F:35].[Na+:79].[OH2:89].[Pd+2:84].[c:36]1([B-:37]([c:38]2[cH:39][cH:40][cH:41][cH:42][cH:43]2)([c:44]2[cH:45][cH:46][cH:47][cH:48][cH:49]2)[c:50]2[cH:51][cH:52][cH:53][cH:54][cH:55]2)[cH:56][cH:57][cH:58][cH:59][cH:60]1>>[c:2]1([N:29]2[CH2:28][CH2:27][CH:26]([O:25][c:24]3[cH:23][cH:22][c:21]([O:20][C:19]([F:18])([F:34])[F:35])[cH:33][cH:32]3)[CH2:31][CH2:30]2)[cH:3][cH:4][c:5]([O:6][CH2:7][C:8]2([CH3:15])[O:9][C:10]([CH3:13])([CH3:14])[O:11][CH2:12]2)[cH:16][cH:17]1. Reactants: CC=1SC2=C(N1)C=CC=C2 (2-methylbenzothiazole), ICCCCCCC (1-iodoheptane). The product is [I-].C(CCCCCC)[N+]1=C(SC2=C1C=CC=C2)C (3-heptyl-2-methylbenzothiazolium iodide). RXN SMILES: [CH3:1][C:2]1[S:3][C:4]2[CH:10]=[CH:9][CH:8]=[CH:7][C:5]=2[N:6]=1.[I:11][CH2:12][CH2:13][CH2:14][CH2:15][CH2:16][CH2:17][CH3:18]>>[I-:11].[CH2:12]([N+:6]1[C:5]2[CH:7]=[CH:8][CH:9]=[CH:10][C:4]=2[S:3][C:2]=1[CH3:1])[CH2:13][CH2:14][CH2:15][CH2:16][CH2:17][CH3:18] |f:2.3|. Reported procedure: A solution of 2-methylbenzothiazole (10.0 g, 0.067 mol) and 1-iodoheptane (110 mL, 0.67 mol) in 100 mL of acetronitrile was refluxed under nitrogen for 48 hours. The mixture was cooled, filtered, and the solid formed was washed with diethyl ether and recrystallized from ethanol-ethyl acetate to give 3-heptyl-2-methylbenzothiazolium iodide as a light purple solid, mp 110-113° C. Reactants: C(C)(=O)OC1=CN(C(=C1)C1=CC=CC=C1)C (3-Acetoxy-1-methyl-5-phenylpyrrole). Run in CO (methanol). Run at time 15 minute. Yields the product OC1=CN(C(=C1)C1=CC=CC=C1)C (3-hydroxy-1-methyl-5-phenylpyrrole). RXN SMILES: C([O:4][C:5]1[CH:9]=[C:8]([C:10]2[CH:15]=[CH:14][CH:13]=[CH:12][CH:11]=2)[N:7]([CH3:16])[CH:6]=1)(=O)C>CO>[OH:4][C:5]1[CH:9]=[C:8]([C:10]2[CH:15]=[CH:14][CH:13]=[CH:12][CH:11]=2)[N:7]([CH3:16])[CH:6]=1. Reported procedure: To a mixture of deoxygenated methanol (15.5 ml) and 3-acetoxy-1-methyl-5-phenylpyrrole (11) (1.3 g, 6.2 mmole), under argon, was added deoxygenated NaOH (2N, 12.5 ml). The reaction mixture was stirred in an ice-bath for 15 minutes. Then deoxygenated citric acid (2M, 7 ml) was added and the resulting mixture was stirred in an ice bath for 8 minutes. The reaction mixture was concentrated under reduced pressure, then 20 ml of water was added and was extracted twice with ethylacetate (EtOAc) (50 ml)...